This data is from the Open Reaction Database (ORD), a public repository of structured organic reaction records. The task is: describe an organic reaction: reactants, conditions, products, and yield Reactants: CCO, O=c1ccn(CCO)c(C(O)c2ccccc2F)c1OCc1ccccc1. The product is O=c1ccn(CCO)c(C(O)c2ccccc2F)c1O. RXN SMILES: [CH3:28][CH2:29][OH:30].[F:1][c:2]1[c:3]([CH:8]([c:9]2[n:10]([CH2:24][CH2:25][OH:26])[cH:11][cH:12][c:13](=[O:23])[c:14]2[O:15][CH2:16][c:17]2[cH:18][cH:19][cH:20][cH:21][cH:22]2)[OH:27])[cH:4][cH:5][cH:6][cH:7]1>>[F:1][c:2]1[c:3]([CH:8]([c:9]2[n:10]([CH2:24][CH2:25][OH:26])[cH:11][cH:12][c:13](=[O:23])[c:14]2[OH:15])[OH:27])[cH:4][cH:5][cH:6][cH:7]1. Starting materials: [OH-].[K+] (potassium hydroxide), solution, [H-].C(C(C)C)[Al+]CC(C)C (diisobutylaluminum hydride), C1(CCCCC1)C1=NC(=C(C(=C1C(=O)OCCC#N)C1=CC=C(C=C1)F)C(=O)OCC)C(C)C (3-Cyanoethyl 5-ethyl 2-cyclohexyl-4-(4-fluorophenyl)-6-isopropyl-pyridine-3,5-dicarboxylate). Solvent: C1(=CC=CC=C1)C (toluene), C1(=CC=CC=C1)C (toluene). Run at temperature -78 celsius, time 8 hour. The product is C1(CCCCC1)C1=NC(=C(C(=C1CO)C1=CC=C(C=C1)F)CO)C(C)C (2-Cyclohexyl-3,5-dihydroxymethyl-4-(4-fluorophenyl)-6-isopropyl-pyridine). Reaction SMILES: [H-].C([Al+]CC(C)C)C(C)C.[CH:11]1([C:17]2[C:22]([C:23](OCCC#N)=[O:24])=[C:21]([C:30]3[CH:35]=[CH:34][C:33]([F:36])=[CH:32][CH:31]=3)[C:20]([C:37](OCC)=[O:38])=[C:19]([CH:42]([CH3:44])[CH3:43])[N:18]=2)[CH2:16][CH2:15][CH2:14][CH2:13][CH2:12]1.[OH-].[K+]>C1(C)C=CC=CC=1>[CH:11]1([C:17]2[C:22]([CH2:23][OH:24])=[C:21]([C:30]3[CH:35]=[CH:34][C:33]([F:36])=[CH:32][CH:31]=3)[C:20]([CH2:37][OH:38])=[C:19]([CH:42]([CH3:44])[CH3:43])[N:18]=2)[CH2:12][CH2:13][CH2:14][CH2:15][CH2:16]1 |f:0.1,3.4|. Procedure details: 35.7 ml (53.5 mmol) of a 1.5 molar solution of diisobutylaluminum hydride in toluene are added at -78° C. under a nitrogen atmosphere to 2.5 g (5.35 mmol) of the compound from Example 54 dissolved in 50 ml of dry toluene, and the mixture is stirred for 1 hour at -78° C. and overnight at room temperature. 20% strength potassium hydroxide solution is added to the mixture with ice-cooling and it is extracted several times using toluene. The reactants are ClC1=NC=NC(=C1C#N)NC1=C(C=CC=C1C)Cl (4-chloro-6-(2-chloro-6-methyl-phenylamino)-pyrimidine-5-carbonitrile), 48b, ClC1=C(C(=CC=C1)C)N (2-chloro-6-methyl-phenylamine), N1(CCOCC1)CC1=CC=C(C=C1)N (4-morpholin-4-ylmethyl-phenylamine), 1k, Compound 146, ClC1=C(C(=CC=C1)C)N1C(NC2=C(SC=3N=CN=C1C32)C(=O)O)=O (5-(2-chloro-6-methyl-phenyl)-4-oxo-4,5-dihydro-3H-1-thia-3,5,6,8-tetraaza-acenaphthylene-2-carboxylic acid), 3e, Compound 48c, 3b, 48a, 1e, Compound 48b. Yields the product N1(CCOCC1)CC1=CC=C(C=C1)NC(=O)C=1SC=2N=CN=C3N(C(NC1C23)=O)C2=C(C=CC=C2C)Cl (5-(2-chloro-6-methyl-phenyl)-4-oxo-4,5-dihydro-3H-1-thia-3,5,6,8-tetraaza-acenaphthylene-2-carboxylic acid (4-morpholin-4-ylmethyl-phenyl)-amide). Reaction SMILES: ClC1C=CC=C(C)C=1N.ClC1C(C#N)=C(NC2C(C)=CC=CC=2Cl)N=CN=1.[Cl:28][C:29]1[CH:34]=[CH:33][CH:32]=[C:31]([CH3:35])[C:30]=1[N:36]1[C:46]2[C:47]3[C:39](=[C:40]([C:48](O)=[O:49])[S:41][C:42]=3[N:43]=[CH:44][N:45]=2)[NH:38][C:37]1=[O:51].[N:52]1([CH2:58][C:59]2[CH:64]=[CH:63][C:62]([NH2:65])=[CH:61][CH:60]=2)[CH2:57][CH2:56][O:55][CH2:54][CH2:53]1>>[N:52]1([CH2:58][C:59]2[CH:64]=[CH:63][C:62]([NH:65][C:48]([C:40]3[S:41][C:42]4[N:43]=[CH:44][N:45]=[C:46]5[C:47]=4[C:39]=3[NH:38][C:37](=[O:51])[N:36]5[C:30]3[C:31]([CH3:35])=[CH:32][CH:33]=[CH:34][C:29]=3[Cl:28])=[O:49])=[CH:61][CH:60]=2)[CH2:57][CH2:56][O:55][CH2:54][CH2:53]1. Reported procedure: Using the procedure of Example 1, 2-chloro-6-methyl-phenylamine Compound 48a was used in place of 3-chloro-4-fluoro-phenylamine Compound 1e to prepare 4-chloro-6-(2-chloro-6-methyl-phenylamino)-pyrimidine-5-carbonitrile Compound 48b. Using the procedure of Example 3, Compound 48b was used in place of 4-chloro-6-(2-chloro-4-fluoro-phenylamino)-pyrimidine-5-carbonitrile Compound 3b to prepare 5-(2-chloro-6-methyl-phenyl)-4-oxo-4,5-dihydro-3H-1-thia-3,5,6,8-tetraaza-acenaphthylene-2-carboxylic acid... The reactants are O=C1NC(=O)c2ccccc21, OC(CCl)C(O)CCl, [K], CN(C)C=O, O=S(=O)(O)O. Yields the product O=C1c2ccccc2C(=O)N1C(CCl)C(O)CCl. Reaction SMILES: [C:15]1(=[O:25])[c:16]2[c:17]([cH:21][cH:22][cH:23][cH:24]2)[C:18](=[O:20])[NH:19]1.[Cl:6][CH2:7][CH:8]([CH:9]([CH2:10][Cl:11])[OH:12])[OH:13].[K:14].[O:26]=[CH:27][N:28]([CH3:29])[CH3:30].[S:1]([OH:2])([OH:3])(=[O:4])=[O:5]>>[Cl:6][CH2:7][CH:8]([CH:9]([CH2:10][Cl:11])[N:19]1[C:15](=[O:25])[c:16]2[c:17]([cH:21][cH:22][cH:23][cH:24]2)[C:18]1=[O:20])[OH:13]. The reactants are CC(C)(C)OC(=O)NC1CCC(C=O)CC1, CC(=O)O, CCOCC, ClCCl, Nc1ccc(I)cc1. The product is CC(C)(C)OC(=O)NC1CCC(CNc2ccc(I)cc2)CC1. RXN SMILES: [C:13]([CH3:14])([CH3:15])([CH3:16])[O:17][C:18]([NH:19][CH:20]1[CH2:21][CH2:22][CH:23]([CH:26]=[O:27])[CH2:24][CH2:25]1)=[O:28].[C:9]([OH:10])(=[O:11])[CH3:12].[CH3:32][CH2:33][O:34][CH2:35][CH3:36].[Cl:29][CH2:30][Cl:31].[I:1][c:2]1[cH:3][cH:4][c:5]([NH2:8])[cH:6][cH:7]1>>[I:1][c:2]1[cH:3][cH:4][c:5]([NH:8][CH2:26][CH:23]2[CH2:22][CH2:21][CH:20]([NH:19][C:18]([O:17][C:13]([CH3:14])([CH3:15])[CH3:16])=[O:28])[CH2:25][CH2:24]2)[cH:6][cH:7]1.